From a dataset of the Open Reaction Database (ORD), a public repository of structured organic reaction records. describe an organic reaction: reactants, conditions, products, and yield Reaction SMILES: [C:1]([CH3:2])([CH3:3])([CH3:4])[O:5][C:6]([NH:7][CH:8]1[CH2:9][CH:10]([NH:13][C:14]([O:15][CH2:16][CH:17]=[CH2:18])=[O:19])[CH2:11][CH2:12]1)=[O:20].[CH3:21][N:22]1[C:23](=[O:24])[CH2:25][C:26](=[O:27])[N:28]([CH3:29])[C:30]1=[O:31].[Cl:32][CH2:33][Cl:34].[cH:35]1[cH:36][cH:37][c:38]([P:39]([Pd:40]([P:41]([c:42]2[cH:43][cH:44][cH:45][cH:46][cH:47]2)([c:48]2[cH:49][cH:50][cH:51][cH:52][cH:53]2)[c:54]2[cH:55][cH:56][cH:57][cH:58][cH:59]2)([P:60]([c:61]2[cH:62][cH:63][cH:64][cH:65][cH:66]2)([c:67]2[cH:68][cH:69][cH:70][cH:71][cH:72]2)[c:73]2[cH:74][cH:75][cH:76][cH:77][cH:78]2)[P:79]([c:80]2[cH:81][cH:82][cH:83][cH:84][cH:85]2)([c:86]2[cH:87][cH:88][cH:89][cH:90][cH:91]2)[c:92]2[cH:93][cH:94][cH:95][cH:96][cH:97]2)([c:98]2[cH:99][cH:100][cH:101][cH:102][cH:103]2)[c:104]2[cH:105][cH:106][cH:107][cH:108][cH:109]2)[cH:110][cH:111]1>>[C:1]([CH3:2])([CH3:3])([CH3:4])[O:5][C:6]([NH:7][CH:8]1[CH2:9][CH:10]([NH2:13])[CH2:11][CH2:12]1)=[O:20]. Product: CC(C)(C)OC(=O)NC1CCC(N)C1. Reactants: C=CCOC(=O)NC1CCC(NC(=O)OC(C)(C)C)C1, CN1C(=O)CC(=O)N(C)C1=O, ClCCl, c1ccc(P(c2ccccc2)(c2ccccc2)[Pd](P(c2ccccc2)(c2ccccc2)c2ccccc2)(P(c2ccccc2)(c2ccccc2)c2ccccc2)P(c2ccccc2)(c2ccccc2)c2ccccc2)cc1. Starting materials: C(C)(C)(C)C1=CC(=C(C=N1)C=1N(C(C(N1)(C)C1=CC=C(C=C1)Cl)(C)C1=CC=C(C=C1)Cl)C(=O)Cl)OCC (rac-(4S*,5R*)-2-(6-tert-butyl-4-ethoxy-pyridin-3-yl)-4,5-bis-(4-chloro-phenyl)-4,5-dimethyl-4,5-dihydro-imidazole-1-carbonyl chloride), N1C(CNCC1)=O (2-piperazinone). Yields the product C(C)(C)(C)C1=CC(=C(C=N1)C=1N([C@]([C@](N1)(C)C1=CC=C(C=C1)Cl)(C)C1=CC=C(C=C1)Cl)C(=O)N1CC(NCC1)=O)OCC (Rac-4-[(4S*,5R*)-2-(6-tert-Butyl-4-ethoxy-pyridin-3-yl)-4,5-bis-(4-chloro-phenyl)-4,5-dimethyl-4,5-dihydro-imidazole-1-carbonyl]-piperazin-2-one). Reaction SMILES: [C:1]([C:5]1[N:10]=[CH:9][C:8]([C:11]2[N:12]([C:32](Cl)=[O:33])[C:13]([C:25]3[CH:30]=[CH:29][C:28]([Cl:31])=[CH:27][CH:26]=3)([CH3:24])[C:14]([C:17]3[CH:22]=[CH:21][C:20]([Cl:23])=[CH:19][CH:18]=3)([CH3:16])[N:15]=2)=[C:7]([O:35][CH2:36][CH3:37])[CH:6]=1)([CH3:4])([CH3:3])[CH3:2].[NH:38]1[CH2:43][CH2:42][NH:41][CH2:40][C:39]1=[O:44]>>[C:1]([C:5]1[N:10]=[CH:9][C:8]([C:11]2[N:12]([C:32]([N:41]3[CH2:42][CH2:43][NH:38][C:39](=[O:44])[CH2:40]3)=[O:33])[C@@:13]([C:25]3[CH:26]=[CH:27][C:28]([Cl:31])=[CH:29][CH:30]=3)([CH3:24])[C@@:14]([C:17]3[CH:18]=[CH:19][C:20]([Cl:23])=[CH:21][CH:22]=3)([CH3:16])[N:15]=2)=[C:7]([O:35][CH2:36][CH3:37])[CH:6]=1)([CH3:2])([CH3:3])[CH3:4]. Reported procedure: In a manner analogous to the method described in examples 8, rac-(4S*,5R*)-2-(6-tert-butyl-4-ethoxy-pyridin-3-yl)-4,5-bis-(4-chloro-phenyl)-4,5-dimethyl-4,5-dihydro-imidazole-1-carbonyl chloride was coupled with 2-piperazinone (Alfa) to give the title compound. HR-MS (ES, m/z) calculated for C33H38Cl2N5O3 [(M+H)+] 622.2346, observed 622.2341. The reactants are [OH-].[Na+] (NaOH), OO (H2O2), C=C1CCC(CC1)(CNC(=O)C1=C(C=CC=C1)OC)C1=CC=CC=C1 (1-methylidene-4-phenyl-4-(3-(2-methoxyphenyl)-3-oxo-2-azaprop-1-yl)cyclohexane), B1C2CCCC1CCC2 (9-BBN). Run at time 1 hour. The product is OCC1CCC(CC1)(CNC(=O)C1=C(C=CC=C1)OC)C1=CC=CC=C1 (1-Hydroxymethyl-4-phenyl-4-(3-(2-methoxyphenyl)-3-oxo-2-azaprop-1-yl)-cyclohexane). Run in C1CCOC1 (THF), C(Cl)Cl (CH2Cl2). Procedure details: To a solution of 1-methylidene-4-phenyl-4-(3-(2-methoxyphenyl)-3-oxo-2-azaprop-1-yl)cyclohexane (Example 165, 117 mg, 0.35 mmol) was added 9-BBN (7 mL, 0.5 N, 3.5 mmol) in THF. The reaction mixture was stirred at rt for 1 h, and then heated to 45° C. for 3 h. To the solution was then added NaOH (3 mL, 10%) and H2O2 (4 mL, 30%) and the mixture was heated at 45° C. for 14 h. The reaction mixture was poured into CH2Cl2 and washed with 2N HCl and dried over Na2SO4, filtered and concentrated. The res... As a reaction SMILES: [CH2:1]=[C:2]1[CH2:7][CH2:6][C:5]([C:20]2[CH:25]=[CH:24][CH:23]=[CH:22][CH:21]=2)([CH2:8][NH:9][C:10]([C:12]2[CH:17]=[CH:16][CH:15]=[CH:14][C:13]=2[O:18][CH3:19])=[O:11])[CH2:4][CH2:3]1.B1C2CCCC1CCC2.[OH-:35].[Na+].OO>C1COCC1.C(Cl)Cl>[OH:35][CH2:1][CH:2]1[CH2:7][CH2:6][C:5]([C:20]2[CH:21]=[CH:22][CH:23]=[CH:24][CH:25]=2)([CH2:8][NH:9][C:10]([C:12]2[CH:17]=[CH:16][CH:15]=[CH:14][C:13]=2[O:18][CH3:19])=[O:11])[CH2:4][CH2:3]1 |f:2.3|. Starting materials: CNC (dimethylamine), ClC1=CC=C(C=N1)CN1C(C2(C3=CC=CC=C13)COC1=CC3=C(OCCO3)C=C12)=O (1′-[(6-chloropyridin-3-yl)methyl]-2,3-dihydrospiro[furo[2,3-g][1,4]benzodioxine-8,3′-indol]-2′(1′H)-one), N1CCOCC1 (morpholine), ClC1=CC=CC(=N1)CN1C(C2(C3=CC=CC=C13)COC1=CC3=C(OCCO3)C=C12)=O (1′-[(6-chloropyridin-2-yl)methyl]-2,3-dihydrospiro[furo[2,3-g][1,4]benzodioxine-8,3′-indol]-2′(1′H)-one). Yields the product CN(C1=CC=CC(=N1)CN1C(C2(C3=CC=CC=C13)COC1=CC3=C(OCCO3)C=C12)=O)C (1′-{[6-(dimethylamino)pyridin-2-yl]methyl}-2,3-dihydrospiro[furo[2,3-g][1,4]benzodioxine-8,3′-indol]-2′(1′H)-one). Reaction SMILES: [CH3:1][NH:2][CH3:3].N1CCOCC1.Cl[C:11]1[N:16]=[C:15]([CH2:17][N:18]2[C:26]3[C:21](=[CH:22][CH:23]=[CH:24][CH:25]=3)[C:20]3([C:38]4[C:29](=[CH:30][C:31]5[O:36][CH2:35][CH2:34][O:33][C:32]=5[CH:37]=4)[O:28][CH2:27]3)[C:19]2=[O:39])[CH:14]=[CH:13][CH:12]=1.ClC1N=CC(CN2C3C(=CC=CC=3)C3(C4C(=CC5OCCOC=5C=4)OC3)C2=O)=CC=1>>[CH3:1][N:2]([CH3:3])[C:11]1[N:16]=[C:15]([CH2:17][N:18]2[C:26]3[C:21](=[CH:22][CH:23]=[CH:24][CH:25]=3)[C:20]3([C:38]4[C:29](=[CH:30][C:31]5[O:36][CH2:35][CH2:34][O:33][C:32]=5[CH:37]=4)[O:28][CH2:27]3)[C:19]2=[O:39])[CH:14]=[CH:13][CH:12]=1. Reported procedure: Following the procedure as described in EXAMPLE 32 and making non-critical variations using dimethylamine (40% w/w in water) to replace morpholine and 1′-[(6-chloropyridin-2-yl)methyl]-2,3-dihydrospiro[furo[2,3-g][1,4]benzodioxine-8,3′-indol]-2′(1′H)-one to replace 1′-[(6-chloropyridin-3-yl)methyl]-2,3-dihydrospiro[furo[2,3-g][1,4]benzodioxine-8,3′-indol]-2′(1′H)-one, 1′-{[6-(dimethylamino)pyridin-2-yl]methyl}-2,3-dihydrospiro[furo[2,3-g][1,4]benzodioxine-8,3′-indol]-2′(1′H)-one was obtained (44... Reactants: CC=1NC2=C(N1)C=C(C(=C2)F)F (2-methyl-5,6-difluorobenzimidazole), [H-].[Na+] (sodium hydride), CI (methyl iodide). The solvent is CN(C=O)C (dimethylformamide). Product: CN1C(=NC2=C1C=C(C(=C2)F)F)C (1,2-dimethyl-5,6-difluorobenzimidazole). Reaction SMILES: [CH3:1][C:2]1[NH:3][C:4]2[CH:10]=[C:9]([F:11])[C:8]([F:12])=[CH:7][C:5]=2[N:6]=1.[H-].[Na+].[CH3:15]I>CN(C)C=O>[CH3:15][N:6]1[C:5]2[CH:7]=[C:8]([F:12])[C:9]([F:11])=[CH:10][C:4]=2[N:3]=[C:2]1[CH3:1] |f:1.2|. Reported procedure: Using the alkylation procedure of Preparation A-2, 3.6 g of 2-methyl-5,6-difluorobenzimidazole, 1.03 g of 50% sodium hydride and 1.33 ml of methyl iodide in 40 ml of dimethylformamide gave 1.1 g of the desired product as an orange solid. Starting materials: CCOC(C)=O, Nc1cc(-c2ccccc2)[nH]n1, O=C(Cl)CCc1ccccc1, c1ccncc1. The product is O=C(CCc1ccccc1)Nc1cc(-c2ccccc2)[nH]n1. RXN SMILES: [CH3:30][CH2:31][O:32][C:33](=[O:34])[CH3:35].[NH2:1][c:2]1[n:3][nH:4][c:5](-[c:7]2[cH:8][cH:9][cH:10][cH:11][cH:12]2)[cH:6]1.[c:13]1([CH2:19][CH2:20][C:21](=[O:22])[Cl:23])[cH:14][cH:15][cH:16][cH:17][cH:18]1.[cH:24]1[cH:25][cH:26][n:27][cH:28][cH:29]1>>[NH:1]([c:2]1[n:3][nH:4][c:5](-[c:7]2[cH:8][cH:9][cH:10][cH:11][cH:12]2)[cH:6]1)[C:21]([CH2:20][CH2:19][c:13]1[cH:14][cH:15][cH:16][cH:17][cH:18]1)=[O:22]. Starting materials: CC=1C=CC=CC1C (o-xylene), C1(\C=C/C(=O)O1)=O (maleic anhydride), C1(\C=C/C(=O)O1)=O (Maleic anhydride), C(\C=C/C(=O)O)(=O)O (maleic acid). The product is C1(C=2C(C(=O)O1)=CC=CC2)=O (phthalic anhydride), C1=CC=CC2=CC=CC=C12 (naphthalene). RXN SMILES: [C:1]1(=[O:7])[O:6][C:4](=[O:5])[CH:3]=[CH:2]1.[C:8](O)(=O)/[CH:9]=[CH:10]\[C:11](O)=O.[CH3:16][C:17]1[CH:18]=[CH:19][CH:20]=[CH:21][C:22]=1[CH3:23]>>[C:4]1(=[O:5])[O:6][C:1](=[O:7])[C:2]2=[CH:8][CH:9]=[CH:10][CH:11]=[C:3]12.[CH:21]1[C:22]2[C:17](=[CH:16][CH:1]=[CH:2][CH:23]=2)[CH:18]=[CH:19][CH:20]=1. Reported procedure: Maleic anhydride has been generally prepared by concentration and dehydration of an aqueous solution of maleic acid, which is obtained by absorbing in water, in an apparatus such as a scrubber, a gas containing maleic anhydride, formed by catalytic oxidation of benzene, or gaseous by-products containing maleic anhydride, formed during the production of phthalic anhydride by catalytic oxidation of o-xylene or naphthalene. The reactants are [Pb]=O (lead oxide), N1C(=O)NC(=O)NC1=O (cyanuric acid). The solvent is O (water). Run at time 1 hour. The product is C1(=NC(=NC(=N1)[O-])[O-])[O-].C1(=NC(=NC(=N1)[O-])[O-])[O-].O.O.O.[Pb+2].[Pb+2].[Pb+2] (lead cyanurate). RXN SMILES: [Pb:1]=[O:2].[NH:3]1[C:10](=[O:11])[NH:9][C:7](=[O:8])[NH:6][C:4]1=[O:5]>O>[C:4]1([O-:5])[N:6]=[C:7]([O-:8])[N:9]=[C:10]([O-:11])[N:3]=1.[C:4]1([O-:5])[N:6]=[C:7]([O-:8])[N:9]=[C:10]([O-:11])[N:3]=1.[OH2:2].[OH2:5].[OH2:5].[Pb+2:1].[Pb+2:1].[Pb+2:1] |f:3.4.5.6.7.8.9.10|. Reported procedure: A paddle mixer with built-in blade mill was used to mix 50 kg deionized water, 80 kg lead oxide (PbO) and 31.1 kg cyanuric acid. The mixture was heated to between 140° and 150° C., with the consequent rise in pressure to between 5 and 6 bar. The reaction was complete after one hour. The lead cyanurate formed was then dried in the same apparatus at 40 mbar to a residual moisture of less than 1%. 108.1 kg neutral lead cyanurate Pb3 (C3N3O3)2.2H2O was obtained. Reactants: [BH4-], CO, COC(=O)C(Cc1ccc(-c2ccccc2C=O)cc1)NC(=O)c1c(Cl)cccc1Cl, [Na+]. Yields the product COC(=O)C(Cc1ccc(-c2ccccc2CO)cc1)NC(=O)c1c(Cl)cccc1Cl. Reaction SMILES: [BH4-:1].[CH3:34][OH:35].[CH3:3][O:4][C:5]([CH:6]([NH:7][C:8]([c:9]1[c:10]([Cl:16])[cH:11][cH:12][cH:13][c:14]1[Cl:15])=[O:17])[CH2:18][c:19]1[cH:20][cH:21][c:22](-[c:25]2[c:26]([CH:31]=[O:32])[cH:27][cH:28][cH:29][cH:30]2)[cH:23][cH:24]1)=[O:33].[Na+:2]>>[CH3:3][O:4][C:5]([CH:6]([NH:7][C:8]([c:9]1[c:10]([Cl:16])[cH:11][cH:12][cH:13][c:14]1[Cl:15])=[O:17])[CH2:18][c:19]1[cH:20][cH:21][c:22](-[c:25]2[c:26]([CH2:31][OH:32])[cH:27][cH:28][cH:29][cH:30]2)[cH:23][cH:24]1)=[O:33].